Dataset: the Open Reaction Database (ORD), a public repository of structured organic reaction records. Task: describe an organic reaction: reactants, conditions, products, and yield Reactants: O=C(Cl)c1cccnc1, Cn1c(=O)oc2ccccc21, Cl. Yields the product Cn1c(=O)oc2cc(C(=O)c3cccnc3)ccc21. As a reaction SMILES: [C:13]([c:14]1[cH:15][n:16][cH:17][cH:18][cH:19]1)(=[O:20])[Cl:21].[CH3:1][n:2]1[c:3](=[O:11])[o:4][c:5]2[c:6]1[cH:7][cH:8][cH:9][cH:10]2.[ClH:12]>>[CH3:1][n:2]1[c:3](=[O:11])[o:4][c:5]2[c:6]1[cH:7][cH:8][c:9]([C:13]([c:14]1[cH:15][n:16][cH:17][cH:18][cH:19]1)=[O:20])[cH:10]2.